Dataset: the Open Reaction Database (ORD), a public repository of structured organic reaction records. Task: describe an organic reaction: reactants, conditions, products, and yield Starting materials: IC=1C=C(C=CC1[N+](=O)[O-])OC (3-iodo-4-nitroanisole), CC1(OB(OC1(C)C)C1=CC(CC(C1)(C)C)(C)C)C (4,4,5,5-tetramethyl-2-(3,3,5,5-tetramethylcyclohex-1-enyl)[1,3,2]dioxaborolane), P(=O)([O-])([O-])[O-].[K+].[K+].[K+] (tripotassium phosphate), O (water), O (water). Reagents/catalysts: C=1C=CC(=CC1)[P](C=2C=CC=CC2)(C=3C=CC=CC3)[Pd]([P](C=4C=CC=CC4)(C=5C=CC=CC5)C=6C=CC=CC6)([P](C=7C=CC=CC7)(C=8C=CC=CC8)C=9C=CC=CC9)[P](C=1C=CC=CC1)(C=1C=CC=CC1)C=1C=CC=CC1 (tetrakis(triphenylphosphine)palladium(0)), C=1C=CC(=CC1)[P](C=2C=CC=CC2)(C=3C=CC=CC3)[Pd]([P](C=4C=CC=CC4)(C=5C=CC=CC5)C=6C=CC=CC6)([P](C=7C=CC=CC7)(C=8C=CC=CC8)C=9C=CC=CC9)[P](C=1C=CC=CC1)(C=1C=CC=CC1)C=1C=CC=CC1 (tetrakis(triphenylphosphine)palladium(0)). Run in C(C)(=O)OCC (ethyl acetate), COCCOC (1,2-dimethoxyethane). Yields the product COC1=CC(=C(C=C1)[N+](=O)[O-])C1=CC(CC(C1)(C)C)(C)C (4-Methoxy-1-nitro-2-(3,3,5,5-tetramethylcyclohex-1-enyl)benzene). Isolated yield 34.3%. Reaction SMILES: I[C:2]1[CH:3]=[C:4]([O:11][CH3:12])[CH:5]=[CH:6][C:7]=1[N+:8]([O-:10])=[O:9].CC1(C)C(C)(C)OB([C:21]2[CH2:26][C:25]([CH3:28])([CH3:27])[CH2:24][C:23]([CH3:30])([CH3:29])[CH:22]=2)O1.P([O-])([O-])([O-])=O.[K+].[K+].[K+].O>COCCOC.C1C=CC([P]([Pd]([P](C2C=CC=CC=2)(C2C=CC=CC=2)C2C=CC=CC=2)([P](C2C=CC=CC=2)(C2C=CC=CC=2)C2C=CC=CC=2)[P](C2C=CC=CC=2)(C2C=CC=CC=2)C2C=CC=CC=2)(C2C=CC=CC=2)C2C=CC=CC=2)=CC=1.C(OCC)(=O)C>[CH3:12][O:11][C:4]1[CH:5]=[CH:6][C:7]([N+:8]([O-:10])=[O:9])=[C:2]([C:21]2[CH2:26][C:25]([CH3:28])([CH3:27])[CH2:24][C:23]([CH3:30])([CH3:29])[CH:22]=2)[CH:3]=1 |f:2.3.4.5,^1:50,52,71,90|. Procedure: To a solution of 3-iodo-4-nitroanisole (4.21 g, 15.1 mmol) in 1,2-dimethoxyethane (50 mL) were added 4,4,5,5-tetramethyl-2-(3,3,5,5-tetramethylcyclohex-1-enyl)[1,3,2]dioxaborolane (4.78 g, 18.1 mmol) produced in Example (4b), tripotassium phosphate (4.81 g, 22.7 mmol) and water (3 mL). Then, tetrakis(triphenylphosphine)palladium(0) (870 mg, 0.755 mmol) was added to the mixture while stirring at room temperature under a nitrogen atmosphere. The mixture was then further stirred for 13 hours at an ... The reactants are O (water), COC1=CC=C(C=C1)O (4-methoxyphenol), C([O-])([O-])=O.[K+].[K+] (potassium carbonate), CN(C)C=O (DMF), CC(C)CBr (bromoacetaldehydedimethylacetal). Yields the product COC1=CC=C(C=C1)OCC(OC)OC (4-methoxy-(2,2-dimethoxy)ethoxybenzene). RXN SMILES: [CH3:1][O:2][C:3]1[CH:8]=[CH:7][C:6]([OH:9])=[CH:5][CH:4]=1.[C:10](=[O:13])([O-])[O-].[K+].[K+].C[CH:17]([CH2:19]Br)C.O.CN([CH:25]=[O:26])C>>[CH3:1][O:2][C:3]1[CH:8]=[CH:7][C:6]([O:9][CH2:19][CH:17]([O:13][CH3:10])[O:26][CH3:25])=[CH:5][CH:4]=1 |f:1.2.3|. Reported procedure: To a suspension of 4-methoxyphenol (26.7 g) and potassium carbonate (32.8 g) in DMF (150 ml) was added bromoacetaldehydedimethylacetal (40.1 g), and the mixture was refluxed for 2.5 hours and cooled. To the mixture was added water, and the mixture was extracted with ethyl acetate (twice). The organic layer was washed with 1N sodium hydroxide solution (twice) and then washed with saturated brine, and dried with magnesium sulfate. Under reduced pressure, the solvent was evaporated to give dark bro... RXN SMILES: [Br:1][c:2]1[c:3]([C:12]([F:13])([F:14])[F:15])[cH:4][c:5]([C:6](=[O:7])[O:8][CH3:9])[cH:10][cH:11]1.[C:26](=[O:27])([O-:28])[O-:29].[CH3:33][c:34]1[cH:35][cH:36][cH:37][cH:38][cH:39]1.[CH3:40][CH2:41][O:42][C:43]([CH3:44])=[O:45].[K+:30].[K+:31].[OH2:32].[c:16]1([CH3:25])[c:17]([B:22]([OH:23])[OH:24])[cH:18][cH:19][cH:20][cH:21]1.[cH:46]1[cH:47][cH:48][c:49]([P:50]([Pd:51]([P:52]([c:53]2[cH:54][cH:55][cH:56][cH:57][cH:58]2)([c:59]2[cH:60][cH:61][cH:62][cH:63][cH:64]2)[c:65]2[cH:66][cH:67][cH:68][cH:69][cH:70]2)([P:71]([c:72]2[cH:73][cH:74][cH:75][cH:76][cH:77]2)([c:78]2[cH:79][cH:80][cH:81][cH:82][cH:83]2)[c:84]2[cH:85][cH:86][cH:87][cH:88][cH:89]2)[P:90]([c:91]2[cH:92][cH:93][cH:94][cH:95][cH:96]2)([c:97]2[cH:98][cH:99][cH:100][cH:101][cH:102]2)[c:103]2[cH:104][cH:105][cH:106][cH:107][cH:108]2)([c:109]2[cH:110][cH:111][cH:112][cH:113][cH:114]2)[c:115]2[cH:116][cH:117][cH:118][cH:119][cH:120]2)[cH:121][cH:122]1>>[c:2]1(-[c:17]2[c:16]([CH3:25])[cH:21][cH:20][cH:19][cH:18]2)[c:3]([C:12]([F:13])([F:14])[F:15])[cH:4][c:5]([C:6](=[O:7])[O:8][CH3:9])[cH:10][cH:11]1. The reactants are COC(=O)c1ccc(Br)c(C(F)(F)F)c1, O=C([O-])[O-], Cc1ccccc1, CCOC(C)=O, [K+], [K+], O, Cc1ccccc1B(O)O, c1ccc(P(c2ccccc2)(c2ccccc2)[Pd](P(c2ccccc2)(c2ccccc2)c2ccccc2)(P(c2ccccc2)(c2ccccc2)c2ccccc2)P(c2ccccc2)(c2ccccc2)c2ccccc2)cc1. The product is COC(=O)c1ccc(-c2ccccc2C)c(C(F)(F)F)c1. Reactants: CC(C)(C)[O-], COc1nc(C)cc(C)c1C=O, Cc1ccccc1, C[PH](c1ccccc1)(c1ccccc1)c1ccccc1, [K+]. The product is C=Cc1c(C)cc(C)nc1OC. As a reaction SMILES: [CH3:1][C:2]([CH3:3])([O-:4])[CH3:5].[CH3:27][c:28]1[c:29]([CH:37]=[O:38])[c:30]([O:35][CH3:36])[n:31][c:32]([CH3:34])[cH:33]1.[CH3:39][c:40]1[cH:41][cH:42][cH:43][cH:44][cH:45]1.[CH3:7][PH:8]([c:9]1[cH:10][cH:11][cH:12][cH:13][cH:14]1)([c:15]1[cH:16][cH:17][cH:18][cH:19][cH:20]1)[c:21]1[cH:22][cH:23][cH:24][cH:25][cH:26]1.[K+:6]>>[CH2:1]=[CH:37][c:29]1[c:28]([CH3:27])[cH:33][c:32]([CH3:34])[n:31][c:30]1[O:35][CH3:36].